Dataset: the Open Reaction Database (ORD), a public repository of structured organic reaction records. Task: describe an organic reaction: reactants, conditions, products, and yield The reactants are 30-g, C[O-].[Ba+2].C[O-] (barium methoxide), O1CCOC2=C1C=CC=C2 (benzodioxan), CO (methanol). Run in C1=CC=CC=C1 (benzene). Yields the product OC=1C=C(C=CC1OC)C1OCC2=C(O1)C=CC=C2 (2-(3-hydroxy-4-methoxyphenyl)-1,3-benzodioxan). As a reaction SMILES: [O:1]1[C:6]2[CH:7]=[CH:8][CH:9]=[CH:10][C:5]=2[O:4][CH2:3]C1.[CH3:11][OH:12].[CH3:13][O-:14].[Ba+2].C[O-]>C1C=CC=CC=1>[OH:1][C:6]1[CH:7]=[C:8]([CH:11]2[O:14][C:13]3[CH:9]=[CH:10][CH:5]=[CH:6][C:7]=3[CH2:8][O:12]2)[CH:9]=[CH:10][C:5]=1[O:4][CH3:3] |f:2.3.4|. Procedure: A 30-g. portion of the benzodioxan compound prepared in Example 1C was dissolved in 300 ml. of warm benzene, diluted with 600 ml. of methanol containing 70 mmol. of barium methoxide, and then stored 18 hours at 5° C. After adding 10 g. of ammonium acetate, volatiles were evaporated and the residue was extracted with two 500-ml. portions of chloroform. The chloroform was washed once with 500 ml. of water, the water was reextracted with 500 ml. of chloroform, and the combined chloroform extracts w... Reactants: COC(=O)CCc1cc(-c2cc3nc(NC4CC4)c4ncn(C)c4n3n2)ccc1F, [Na+], [OH-]. Yields the product Cn1cnc2c(NC3CC3)nc3cc(-c4ccc(F)c(CCC(=O)O)c4)nn3c21. As a reaction SMILES: [CH3:1][n:2]1[c:3]2[n:4]3[c:5]([n:6][c:7]([NH:11][CH:12]4[CH2:13][CH2:14]4)[c:8]2[n:9][cH:10]1)[cH:15][c:16](-[c:18]1[cH:19][c:20]([CH2:25][CH2:26][C:27](=[O:28])[O:29][CH3:30])[c:21]([F:24])[cH:22][cH:23]1)[n:17]3.[Na+:32].[OH-:31]>>[CH3:1][n:2]1[c:3]2[n:4]3[c:5]([n:6][c:7]([NH:11][CH:12]4[CH2:13][CH2:14]4)[c:8]2[n:9][cH:10]1)[cH:15][c:16](-[c:18]1[cH:19][c:20]([CH2:25][CH2:26][C:27](=[O:28])[OH:29])[c:21]([F:24])[cH:22][cH:23]1)[n:17]3. Run at temperature 50 celsius, time 5 hour. RXN SMILES: [CH2:1]([C:5]1([CH2:26][CH2:27][CH2:28][CH3:29])[CH2:14][CH2:13][C:12]2[C:7](=[CH:8][CH:9]=[CH:10][C:11]=2[O:15][CH2:16][C:17]2[CH:22]=[CH:21][CH:20]=[CH:19][C:18]=2[C:23]#[N:24])[CH:6]1[OH:25])[CH2:2][CH2:3][CH3:4].[OH-:30].[Na+].OO>C(O)C.C(OCC)(=O)C>[CH2:1]([C:5]1([CH2:26][CH2:27][CH2:28][CH3:29])[CH2:14][CH2:13][C:12]2[C:7](=[CH:8][CH:9]=[CH:10][C:11]=2[O:15][CH2:16][C:17]2[CH:22]=[CH:21][CH:20]=[CH:19][C:18]=2[C:23](=[O:30])[NH2:24])[CH:6]1[OH:25])[CH2:2][CH2:3][CH3:4] |f:1.2|. Procedure: To a solution of 2,2-dibutyl-5-(2-cyanobenzyloxy)-1,2,3,4-tetrahydro-1-naphthol (500 mg) in a mixture of ethanol (3.5 ml) and aqueous 6N-sodium hydroxide solution (0.275 ml) was added aqueous 30% hydrogen peroxide (2.62 ml) in one portion at ambient temperature. The mixture was stirred for 5 hours at 50° C. and allowed to stand overnight at ambient temperature. The reaction mixture was diluted with ethyl acetate (40 ml). The separated organic layer was washed with aqueous hydrochloric acid, aque... Starting materials: C(CCC)C1(C(C2=CC=CC(=C2CC1)OCC1=C(C=CC=C1)C#N)O)CCCC (2,2-dibutyl-5-(2-cyanobenzyloxy)-1,2,3,4-tetrahydro-1-naphthol), [OH-].[Na+] (sodium hydroxide), OO (hydrogen peroxide). Run in C(C)(=O)OCC (ethyl acetate), C(C)O (ethanol). The product is C(CCC)C1(C(C2=CC=CC(=C2CC1)OCC1=C(C=CC=C1)C(N)=O)O)CCCC (2,2-dibutyl-5-(2-carbamoylbenzyloxy)-1,2,3,4-tetrahydro-1-naphthol). Starting materials: [OH-].[Na+] (NaOH), COC(CC1=C(N(C2=NC=CC=C21)CC2=C(C=C(C=C2)S(=O)(=O)C)Cl)C)=O ([1-(2-chloro-4-methanesulfonyl-benzyl)-2-methyl-1H-pyrrolo[2,3-b]pyridin-3-yl]-acetic acid methyl ester). Run in C1CCOC1.CO (THF MeOH). Reaction conditions: temperature 45 celsius, time 1 hour. Yields the product ClC1=C(CN2C(=C(C=3C2=NC=CC3)CC(=O)O)C)C=CC(=C1)S(=O)(=O)C ([1-(2-Chloro-4-methanesulfonyl-benzyl)-2-methyl-1H-pyrrolo[2,3-b]pyridin-3-yl]-acetic acid). Reaction SMILES: [OH-].[Na+].C[O:4][C:5](=[O:29])[CH2:6][C:7]1[C:15]2[C:10](=[N:11][CH:12]=[CH:13][CH:14]=2)[N:9]([CH2:16][C:17]2[CH:22]=[CH:21][C:20]([S:23]([CH3:26])(=[O:25])=[O:24])=[CH:19][C:18]=2[Cl:27])[C:8]=1[CH3:28]>C1COCC1.CO>[Cl:27][C:18]1[CH:19]=[C:20]([S:23]([CH3:26])(=[O:24])=[O:25])[CH:21]=[CH:22][C:17]=1[CH2:16][N:9]1[C:10]2=[N:11][CH:12]=[CH:13][CH:14]=[C:15]2[C:7]([CH2:6][C:5]([OH:29])=[O:4])=[C:8]1[CH3:28] |f:0.1,3.4|. Reported procedure: 1M Aqueous NaOH (15 ml) is added to a stirring suspension of [1-(2-chloro-4-methanesulfonyl-benzyl)-2-methyl-1H-pyrrolo[2,3-b]pyridin-3-yl]-acetic acid methyl ester (2.6 g, 6.39 mmol) in 1:1 THF/MeOH (40 ml). After stirring at 45° C. for 1 hour, the reaction mixture is filtered to remove any undissolved material and is evaporated to dryness. The resulting solid is dissolved in water (30 ml) and acidified to pH 2-3 using concentrated HCl. The resulting suspension is collected by filtration and dr... Run in ClCCl (dichloromethane), FC(C(=O)O)(F)F (trifluoroacetic acid). Conditions: time 2 hour. RXN SMILES: [O:1]=[C:2]1[CH:11]=[CH:10][C:9]2[C:4](=[N:5][CH:6]=[CH:7][CH:8]=2)[N:3]1[CH2:12][CH2:13][N:14]1[CH2:19][CH2:18][CH:17]([NH:20]C(=O)OC(C)(C)C)[CH2:16][CH2:15]1>ClCCl.FC(F)(F)C(O)=O>[NH2:20][CH:17]1[CH2:18][CH2:19][N:14]([CH2:13][CH2:12][N:3]2[C:4]3[C:9](=[CH:8][CH:7]=[CH:6][N:5]=3)[CH:10]=[CH:11][C:2]2=[O:1])[CH2:15][CH2:16]1. The yield is 78.9%. Procedure details: To a solution of 0.26 g of tert-butyl (1-(2-(2-oxo-1,8-naphthyridin-1(2H)-yl)ethyl)piperidin-4-yl)carbamate in 4 mL of dichloromethane, 2 mL of trifluoroacetic acid was added, and the mixture was stirred at room temperature for 2 hours. The solvent was distilled off under reduced pressure, water and diethyl ether was added to the resultant residue, and the aqueous layer was separated and washed with diethyl ether, and then, thereto was added a 20% aqueous sodium hydroxide solution and the reacti... Starting materials: O=C1N(C2=NC=CC=C2C=C1)CCN1CCC(CC1)NC(OC(C)(C)C)=O (tert-butyl (1-(2-(2-oxo-1,8-naphthyridin-1(2H)-yl)ethyl)piperidin-4-yl)carbamate). The product is NC1CCN(CC1)CCN1C(C=CC2=CC=CN=C12)=O (1-(2-(4-aminopiperidin-1-yl)ethyl)-1,8-naphthyridin-2(1H)-one). Reactants: [H-].[Na+] (sodium hydride), C(C)(=O)NC1=C(C=C(C=C1OC)C)OC (4-acetamido-3,5-dimethoxy-toluene), CI (methyl iodide). The solvent is CN(C=O)C (dimethylformamide), CN(C=O)C (dimethylformamide). Run at time 4 hour. Yields the product COC=1C=C(C=C(C1N(C(C)=O)C)OC)C (3,5-dimethoxy-4-(N-methyl-acetamido)-toluene). RXN SMILES: [H-].[Na+].[C:3]([NH:6][C:7]1[C:12]([O:13][CH3:14])=[CH:11][C:10]([CH3:15])=[CH:9][C:8]=1[O:16][CH3:17])(=[O:5])[CH3:4].[CH3:18]I>CN(C)C=O>[CH3:17][O:16][C:8]1[CH:9]=[C:10]([CH3:15])[CH:11]=[C:12]([O:13][CH3:14])[C:7]=1[N:6]([CH3:18])[C:3](=[O:5])[CH3:4] |f:0.1|. Reported procedure: A suspension of 12.0 g. of sodium hydride (50% dispersion in oil) in 50 ml. of absolute dimethylformamide was treated with a solution of 46.0 g. of 4-acetamido-3,5-dimethoxy-toluene in 200 ml. of absolute dimethylformamide over a period of 30 minutes with stirring and exclusion of moisture. After stirring at room temperature for 4 hours, 31.2 ml. of methyl iodide were added dropwise over a period of 20 minutes with stirring and ice-cooling. The mixture was stirred at room temperature for 70 hour... Starting materials: ClC=1C=C(C=CC1)NC1=NC=C(C2=C1NC=C2C)C(=O)O (7-(3-chloro-phenylamino)-3-methyl-1H-pyrrolo[2,3-c]pyridine-4-carboxylic acid), C(C)N1CCOCC1 (4-ethylmorpholine), N1CCOCC1 (morpholine), O.ON1N=NC2=C1C=CC=C2 (1-hydroxybenzotriazole hydrate), Cl.CN(CCCN=C=NCC)C (1-(3-dimethylaminopropyl)-3-ethylcarbodiimide hydrochloride). Run in CN(C=O)C (dimethylformamide). Reaction conditions: time 8 hour. The product is ClC=1C=C(C=CC1)NC=1N=CC(=C2C1NC=C2C)C(=O)N2CCOCC2 (1-[7-(3-chloro-phenylamino)-3-methyl-1H-pyrrolo[2,3-c]pyridin-4-yl]-1-morpholin-4-yl-methanone). Reaction SMILES: [Cl:1][C:2]1[CH:3]=[C:4]([NH:8][C:9]2[C:14]3[NH:15][CH:16]=[C:17]([CH3:18])[C:13]=3[C:12]([C:19]([OH:21])=O)=[CH:11][N:10]=2)[CH:5]=[CH:6][CH:7]=1.C([N:24]1[CH2:29][CH2:28][O:27][CH2:26][CH2:25]1)C.N1CCOCC1.O.ON1C2C=CC=CC=2N=N1.Cl.CN(C)CCCN=C=NCC>CN(C)C=O>[Cl:1][C:2]1[CH:3]=[C:4]([NH:8][C:9]2[N:10]=[CH:11][C:12]([C:19]([N:24]3[CH2:29][CH2:28][O:27][CH2:26][CH2:25]3)=[O:21])=[C:13]3[C:17]([CH3:18])=[CH:16][NH:15][C:14]=23)[CH:5]=[CH:6][CH:7]=1 |f:3.4,5.6|. Reported procedure: To a solution of 7-(3-chloro-phenylamino)-3-methyl-1H-pyrrolo[2,3-c]pyridine-4-carboxylic acid (34 mg) in dimethylformamide (2 ml) was added 4-ethylmorpholine (57 μl), morpholine (19 μl), 1-hydroxybenzotriazole hydrate (24 mg) and 1-(3-dimethylaminopropyl)-3-ethylcarbodiimide hydrochloride (26 mg) and the solution stirred at room temperature overnight. The dimethylformamide was evaporated and the residue triturated with 5% sodium bicarbonate to give an off white solid. The solid was filtered, wa... Starting materials: Cl.C(C)N(S(=O)(=O)C=1C=NC(=CC1)N1NC(=C(C1=O)CC=1C=NC=CC1)C)C1=CC=CC=C1 (N-ethyl-6-[3-methyl-5-oxo-4-(pyridin-3-ylmethyl)-2,5-dihydro-1H-pyrazol-1-yl]-N-phenylpyridine-3-sulfonamide hydrochloride), COCC=1C=C(C=CC1)CO ([3-(methoxymethyl)phenyl]methanol), P(Br)(Br)Br (phosphorus tribromide), ice, CO (MeOH). Run in CCOCC (Et2O). Reaction conditions: time 4 hour. Yields the product BrCC1=CC(=CC=C1)COC (1-(bromomethyl)-3-(methoxymethyl)benzene). The yield is 39.0%. As a reaction SMILES: Cl.C(N(C1C=CC=CC=1)S(C1C=NC(N2C(=O)C(CC3C=NC=CC=3)=C(C)N2)=CC=1)(=O)=O)C.[CH3:34][O:35][CH2:36][C:37]1[CH:38]=[C:39]([CH2:43]O)[CH:40]=[CH:41][CH:42]=1.P(Br)(Br)[Br:46].CO>CCOCC>[Br:46][CH2:43][C:39]1[CH:40]=[CH:41][CH:42]=[C:37]([CH2:36][O:35][CH3:34])[CH:38]=1 |f:0.1|. Procedure: To a solution of 5.91 g (38.8 mmol) of 2 [3-(methoxymethyl)phenyl]methanol in 75 mL of Et2O are added dropwise, at 0° C., 9.1 mL (97.1 mmol) of phosphorus tribromide. The reaction mixture is allowed to warm slowly to room temperature and stirring is continued for 4 hours. The crude reaction mixture is then poured cautiously into a mixture of 100 g of ice and 100 mL of MeOH. After evaporating off the MeOH under reduced pressure, the aqueous phase is extracted with DCM (2×200 mL). The organic phas... The reactants are O (water), CC=1C=C(C(=O)OC)C=CC1B1OC(C(O1)(C)C)(C)C (methyl 3-methyl-4-(4,4,5,5-tetramethyl-1,3,2-dioxaborolan-2-yl)benzoate), BrC1=C(C=CC=C1)C(F)F (1-bromo-2-difluoromethyl-benzene), [F-].[Cs+] (cesium fluoride). The reagents and catalysts are Cl[Pd]([P](C1=CC=CC=C1)(C2=CC=CC=C2)C3=CC=CC=C3)([P](C4=CC=CC=C4)(C5=CC=CC=C5)C6=CC=CC=C6)Cl (PdCl2(PPh3)2). Solvent: CC(C)(C)OC (MTBE), O1CCOCC1 (dioxane). Reaction conditions: temperature 90 celsius. Yields the product FC(C1=C(C=CC=C1)C1=C(C=C(C=C1)C(=O)OC)C)F (methyl 2′-(difluoromethyl)-2-methylbiphenyl-4-carboxylate), oil. Isolated yield 76.0%. Reaction SMILES: [CH3:1][C:2]1[CH:3]=[C:4]([CH:9]=[CH:10][C:11]=1B1OC(C)(C)C(C)(C)O1)[C:5]([O:7][CH3:8])=[O:6].Br[C:22]1[CH:27]=[CH:26][CH:25]=[CH:24][C:23]=1[CH:28]([F:30])[F:29].[F-].[Cs+].O>O1CCOCC1.CC(OC)(C)C.Cl[Pd](Cl)([P](C1C=CC=CC=1)(C1C=CC=CC=1)C1C=CC=CC=1)[P](C1C=CC=CC=1)(C1C=CC=CC=1)C1C=CC=CC=1>[F:29][CH:28]([F:30])[C:23]1[CH:24]=[CH:25][CH:26]=[CH:27][C:22]=1[C:11]1[CH:10]=[CH:9][C:4]([C:5]([O:7][CH3:8])=[O:6])=[CH:3][C:2]=1[CH3:1] |f:2.3,^1:48,67|. Reported procedure: A mixture of methyl 3-methyl-4-(4,4,5,5-tetramethyl-1,3,2-dioxaborolan-2-yl)benzoate (Combiblocks PN-8756, 1.9 g, 6.7 mmol), 1-bromo-2-difluoromethyl-benzene (Fluorochem 023878, 1.7 g, 8.1 mmol), cesium fluoride (3.1 g, 20 mmol) and PdCl2(PPh3)2 (142 mg, 0.20 mmol) was prepared in dioxane (20 mL) and water (10 mL) under N2 atmosphere. The resulting mixture was heated at 90° C. for 2 hours. The reaction mixture was diluted with MTBE (60 mL), and then washed with water (2×50 mL) and brine (50 mL)....